describe an organic reaction: reactants, conditions, products, and yield From a dataset of the Open Reaction Database (ORD), a public repository of structured organic reaction records. Run at time 8 hour. Starting materials: CN(S(=O)(=O)C1=C(SC=C1)C(=O)OC)CCN1CCOCC1 (methyl 3-(N-methyl-N-(2-morpholinoethyl)sulfamoyl)-thiophene-2-carboxylate), C1CCOC1 (THF), [OH-].[Li+] (lithium hydroxide). Run in O (H2O). Reported procedure: To a solution of methyl 3-(N-methyl-N-(2-morpholinoethyl)sulfamoyl)-thiophene-2-carboxylate (Int. 47) (510 mg, 1.464 mmol) in a 1:1 mixture of THF and H2O, lithium hydroxide (351 mg, 14.64 mmol) was added, and the mixture was stirred at RT overnight. The organic solvent was evaporated and the aqueous residue was acidified with 2N HCl (pH=7); the precipitate was collected by filtration affording 3-(N-methyl-N-(2-morpholinoethyl)-sulfamoyl)thiophene-2-carboxylic acid (Int. 48) (410 mg, 1.226 mmol,... Yields the product CN(S(=O)(=O)C1=C(SC=C1)C(=O)O)CCN1CCOCC1 (3-(N-methyl-N-(2-morpholinoethyl)-sulfamoyl)thiophene-2-carboxylic acid). RXN SMILES: [CH3:1][N:2]([CH2:15][CH2:16][N:17]1[CH2:22][CH2:21][O:20][CH2:19][CH2:18]1)[S:3]([C:6]1[CH:10]=[CH:9][S:8][C:7]=1[C:11]([O:13]C)=[O:12])(=[O:5])=[O:4].C1COCC1.[OH-].[Li+]>O>[CH3:1][N:2]([CH2:15][CH2:16][N:17]1[CH2:22][CH2:21][O:20][CH2:19][CH2:18]1)[S:3]([C:6]1[CH:10]=[CH:9][S:8][C:7]=1[C:11]([OH:13])=[O:12])(=[O:5])=[O:4] |f:2.3|. Yield: 83.7%. Procedure: This compound is prepared essentially by the same method as described in Example 1, Step C, except that the methyl 7-[3-(3-hydroxyoctyl)-4-oxo-2-thiazolidinyl]heptanoate is replaced by methyl 7-{3-[2-(tetrahydro-2H-pyran-2-yl)-ethyl]-4-oxo-2-thiazolidinyl}heptanoate. After careful chromatographic purification on silica gel, the title compound is obtained as a viscous, pale yellow oil. Reaction SMILES: [OH:1][CH:2]([CH2:21][CH2:22][CH2:23][CH2:24]C)[CH2:3][CH2:4][N:5]1[C:9](=[O:10])[CH2:8][S:7][CH:6]1[CH2:11][CH2:12][CH2:13][CH2:14][CH2:15][CH2:16][C:17]([O:19]C)=[O:18].O1CCCCC1CCN1C(=O)CSC1CCCCCCC(OC)=O>>[O:1]1[CH2:24][CH2:23][CH2:22][CH2:21][CH:2]1[CH2:3][CH2:4][N:5]1[C:9](=[O:10])[CH2:8][S:7][CH:6]1[CH2:11][CH2:12][CH2:13][CH2:14][CH2:15][CH2:16][C:17]([OH:19])=[O:18]. The reactants are OC(CCN1C(SCC1=O)CCCCCCC(=O)OC)CCCCC (methyl 7-[3-(3-hydroxyoctyl)-4-oxo-2-thiazolidinyl]heptanoate), O1C(CCCC1)CCN1C(SCC1=O)CCCCCCC(=O)OC (methyl 7-{3-[2-(tetrahydro-2H-pyran-2-yl)-ethyl]-4-oxo-2-thiazolidinyl}heptanoate). Yields the product O1C(CCCC1)CCN1C(SCC1=O)CCCCCCC(=O)O (7-{3-[2-(Tetrahydro-2H-pyran-2-yl)-ethyl]-4-oxo-2-thiazolidinyl}heptanoic Acid). Starting materials: CCO, ClCCl, OCc1cc2ccc3ccc4ccccc4c3c2o1. The product is O=Cc1cc2ccc3ccc4ccccc4c3c2o1. RXN SMILES: [CH3:20][CH2:21][OH:22].[Cl:23][CH2:24][Cl:25].[o:1]1[c:2]2[c:3]([cH:4][c:5]1[CH2:6][OH:7])[cH:8][cH:9][c:10]1[cH:11][cH:12][c:13]3[cH:14][cH:15][cH:16][cH:17][c:18]3[c:19]21>>[o:1]1[c:2]2[c:3]([cH:4][c:5]1[CH:6]=[O:7])[cH:8][cH:9][c:10]1[cH:11][cH:12][c:13]3[cH:14][cH:15][cH:16][cH:17][c:18]3[c:19]21. Reactants: ClCCl, O=[N+]([O-])O, Cc1c(O)ccc2c1CCN(C(=O)OC(C)(C)C)CC2. The product is Cc1c(O)c([N+](=O)[O-])cc2c1CCN(C(=O)OC(C)(C)C)CC2. As a reaction SMILES: [Cl:25][CH2:26][Cl:27].[OH:1][N+:2]([O-:3])=[O:4].[OH:5][c:6]1[c:7]([CH3:24])[c:8]2[c:9]([cH:22][cH:23]1)[CH2:10][CH2:11][N:12]([C:15](=[O:16])[O:17][C:18]([CH3:19])([CH3:20])[CH3:21])[CH2:13][CH2:14]2>>[O-:1][N+:2](=[O:4])[c:23]1[c:6]([OH:5])[c:7]([CH3:24])[c:8]2[c:9]([cH:22]1)[CH2:10][CH2:11][N:12]([C:15](=[O:16])[O:17][C:18]([CH3:19])([CH3:20])[CH3:21])[CH2:13][CH2:14]2. Reaction SMILES: [N:1]([CH2:4][CH2:5][CH2:6][CH2:7][CH2:8]CO)=[N+:2]=[N-:3].S(Cl)(C)(=O)=O.[CH3:16][S:17]([O:20][CH2:21]CN=[N+]=[N-])(=[O:19])=[O:18]>>[CH3:16][S:17]([O:20][CH2:21][CH:4]([N:1]=[N+:2]=[N-:3])[CH2:5][CH2:6][CH2:7][CH3:8])(=[O:19])=[O:18]. Procedure: Reaction of 6-azidohexanol (0.74 g, 5.22 mmol) and mesyl chloride (0.61 mL, 7.83 mmol) within 3 h as described for synthesis of 156a gave compound 156e (0.87 g) as a crude colorless oil. Starting materials: N(=[N+]=[N-])CCCCCCO (6-azidohexanol), S(=O)(=O)(C)Cl (mesyl chloride), CS(=O)(=O)OCCN=[N+]=[N-] (2-Azidoethyl methanesulfonate). The product is CS(=O)(=O)OCC(CCCC)N=[N+]=[N-] (2-Azidohexyl methanesulfonate). Starting materials: ClC1=C(C=CC=C1)C (chlorotoluene), C(C1=CC=CC=C1)[Na] (benzylsodium), C(=O)=O (carbon dioxide), [Na] (sodium), C1(=C(C=CC=C1)[Na])C (tolylsodium), [C]=O (carbon oxide). The product is C1(=CC=CC=C1)CC(=O)[O-].[Na+] (sodium phenylacetate). As a reaction SMILES: Cl[C:2]1[CH:7]=[CH:6][CH:5]=[CH:4][C:3]=1[CH3:8].[Na].C1(C)C=CC=CC=1[Na:16].C([Na])C1C=CC=CC=1.[C:26](=[O:28])=[O:27].[C]=O>>[C:3]1([CH2:8][C:26]([O-:28])=[O:27])[CH:4]=[CH:5][CH:6]=[CH:7][CH:2]=1.[Na+:16] |f:6.7,^1:8,^3:28|. Procedure details: In the preferred embodiments of the present invention, chlorotoluene is contacted with sodium which is dispersed in an inert organic solvent at 0° C to 50° C, preferably 10° C to 40° C for 5 minutes to 2 hours preferably about 30 minutes to 1 hour. Thereafter, rearrangement of the tolylsodium to benzylsodium is accomplished by heating the reaction mixture to 40° C to 150° C, preferably 50° C to 120° C for 1 hour to 10 hours preferably 3 hours to 7 hours. After the rearrangement reacting, carbon ...